Dataset: the Open Reaction Database (ORD), a public repository of structured organic reaction records. Task: describe an organic reaction: reactants, conditions, products, and yield The reactants are [Na] (sodium), FC=1C(NC(NC1)=O)=S (5-fluoro-4-thiouracil), ClCC(=O)OCC (ethyl chloroacetate). The solvent is C(C)O (ethanol). Product: C(C)OC(=O)CSC1=NC(NC=C1F)=O (4-Ethoxycarbonylmethylthio-5-fluoropyrimid-2-one). The yield is 29.0%. As a reaction SMILES: [Na].[F:2][C:3]1[C:4](=[S:10])[NH:5][C:6](=[O:9])[NH:7][CH:8]=1.Cl[CH2:12][C:13]([O:15][CH2:16][CH3:17])=[O:14]>C(O)C>[CH2:16]([O:15][C:13]([CH2:12][S:10][C:4]1[C:3]([F:2])=[CH:8][NH:7][C:6](=[O:9])[N:5]=1)=[O:14])[CH3:17] |^1:0|. Reported procedure: A solution of the sodium salt of 5-fluoro-4-thiouracil (0.0195 mol) and ethyl chloroacetate (0.0195 mol) in ethanol (50 ml) was heated under reflux for 2 hr. The solvent was removed at reduced pressure triturated with cold water and the residue recrystallised from water; yield 29%; m.p. 156° C. (Found: C, 41.38; H, 4.12. Calc for C8H9FN2O3S: C, 41.38; H, 3.90). Reactants: C(C)(=O)OCC (ethyl acetate), C(C)(C)(C)C1=CC2=C(C(NCCO2)=O)C=C1 (8-tert-Butyl-3,4-dihydro-2H-benzo[f][1,4]oxazepin-5-one), BrC1=C(C=O)C(=CC=C1)Br (2,6-Dibromo-benzaldehyde), C([O-])([O-])=O.[Cs+].[Cs+] (cesium carbonate). Reagents/catalysts: CC1(C2=C(C(=CC=C2)P(C3=CC=CC=C3)C4=CC=CC=C4)OC5=C(C=CC=C51)P(C6=CC=CC=C6)C7=CC=CC=C7)C (Xanthphos), C=1C=CC(=CC1)/C=C/C(=O)/C=C/C2=CC=CC=C2.C=1C=CC(=CC1)/C=C/C(=O)/C=C/C2=CC=CC=C2.[Pd] (Pd(dba)2). Run in O (water), O1CCOCC1 (dioxane). Run at temperature 100 celsius, time 3 hour. Yields the product BrC1=C(C=O)C(=CC=C1)N1CCOC2=C(C1=O)C=CC(=C2)C(C)(C)C (2-Bromo-6-(8-tert-butyl-5-oxo-2,3-dihydro-5H-benzo[f][1,4]oxazepin-4-yl)-benzaldehyde). As a reaction SMILES: [C:1]([C:5]1[CH:16]=[CH:15][C:8]2[C:9](=[O:14])[NH:10][CH2:11][CH2:12][O:13][C:7]=2[CH:6]=1)([CH3:4])([CH3:3])[CH3:2].[Br:17][C:18]1[CH:25]=[CH:24][CH:23]=[C:22](Br)[C:19]=1[CH:20]=[O:21].C(=O)([O-])[O-].[Cs+].[Cs+].C(OCC)(=O)C>O1CCOCC1.C1C=CC(/C=C/C(/C=C/C2C=CC=CC=2)=O)=CC=1.C1C=CC(/C=C/C(/C=C/C2C=CC=CC=2)=O)=CC=1.[Pd].CC1(C)C2C(=C(P(C3C=CC=CC=3)C3C=CC=CC=3)C=CC=2)OC2C(P(C3C=CC=CC=3)C3C=CC=CC=3)=CC=CC1=2.O>[Br:17][C:18]1[CH:25]=[CH:24][CH:23]=[C:22]([N:10]2[C:9](=[O:14])[C:8]3[CH:15]=[CH:16][C:5]([C:1]([CH3:4])([CH3:2])[CH3:3])=[CH:6][C:7]=3[O:13][CH2:12][CH2:11]2)[C:19]=1[CH:20]=[O:21] |f:2.3.4,7.8.9|. Procedure details: 8-tert-Butyl-3,4-dihydro-2H-benzo[f][1,4]oxazepin-5-one (600 mg, 2.74 mmol, 2,6-Dibromo-benzaldehyde (3.62 g, 5eq), Xanthphos (71 mg, 0.045eq), and cesium carbonate (1.25 g, 1.4 eq) were taken up in dioxane (5.3 mL) and a stream of Argon gas was bubbled through the mixture for 10 minutes. The catalyst Pd(dba)2 (47 mg, 0.03 eq) was added and the resulting mixture was placed under argon and stirred at 100° C. for three hours. By TLC, the reaction was complete and after cooling the mixture to room ... Starting materials: NC1=NC(=C(C(=N1)N)C1=C(C(=CC=C1)Cl)Cl)C (2,4-Diamino-5-(2,3-dichlorophenyl)-6-methylpyrimidine), C(CC)(=O)OCC (ethyl propionate). Yields the product NC1=NC(=C(C(=N1)N)C1=C(C(=CC=C1)Cl)Cl)CC (2,4-Diamino-5-(2,3-dichlorophenyl)-6-ethylpyrimidine). RXN SMILES: [NH2:1][C:2]1[N:7]=[C:6]([NH2:8])[C:5]([C:9]2[CH:14]=[CH:13][CH:12]=[C:11]([Cl:15])[C:10]=2[Cl:16])=[C:4]([CH3:17])[N:3]=1.[C:18](OCC)(=O)CC>>[NH2:1][C:2]1[N:7]=[C:6]([NH2:8])[C:5]([C:9]2[CH:14]=[CH:13][CH:12]=[C:11]([Cl:15])[C:10]=2[Cl:16])=[C:4]([CH2:17][CH3:18])[N:3]=1. Reported procedure: This compound was prepared in an analogous manner to the compound of Example 15 from ethyl propionate, mp. 228°-230° C. Reactants: C(CC)OC([C@H](N)C)=O (D-alanine propyl ester), N([C@@H](CC(OCC1=CC=CC=C1)=O)C(=O)O)C(=O)OCC1=CC=CC=C1 (Z-Asp(OBzl)), Example 11 ( A ). The product is C(CC)OC([C@H](NC([C@@H](N)CC(O)=O)=O)C)=O (α-L-Aspartyl-D-alanine propyl ester). Reaction SMILES: [CH2:1]([O:4][C:5](=[O:9])[C@@H:6]([CH3:8])[NH2:7])[CH2:2][CH3:3].[NH:10](C(OCC1C=CC=CC=1)=O)[C@H:11]([C:23](O)=[O:24])[CH2:12][C:13](=[O:22])[O:14]CC1C=CC=CC=1>>[CH2:1]([O:4][C:5](=[O:9])[C@@H:6]([CH3:8])[NH:7][C:23](=[O:24])[C@H:11]([CH2:12][C:13](=[O:14])[OH:22])[NH2:10])[CH2:2][CH3:3]. Procedure details: This compound was prepared from 1.7 g D-alanine propyl ester and 3.6 g Z-Asp(OBzl) in a manner similar to Example 11 (A). Yield: 1.6 g. Reactants: CC(C)CCON=O, ICI, Cc1ccc(S(=O)(=O)n2nc(N)c3c2CC(c2ccccc2)(c2ccccc2)C=C3)cc1. The product is Cc1ccc(S(=O)(=O)n2nc(I)c3c2CC(c2ccccc2)(c2ccccc2)C=C3)cc1. Reaction SMILES: [CH3:1][CH:2]([CH2:3][CH2:4][O:5][N:6]=[O:7])[CH3:8].[I:41][CH2:42][I:43].[c:9]1([C:15]2([c:35]3[cH:36][cH:37][cH:38][cH:39][cH:40]3)[CH:16]=[CH:17][c:18]3[c:19]([NH2:34])[n:20][n:21]([S:24](=[O:25])(=[O:26])[c:27]4[cH:28][cH:29][c:30]([CH3:33])[cH:31][cH:32]4)[c:22]3[CH2:23]2)[cH:10][cH:11][cH:12][cH:13][cH:14]1>>[c:9]1([C:15]2([c:35]3[cH:36][cH:37][cH:38][cH:39][cH:40]3)[CH:16]=[CH:17][c:18]3[c:19]([I:41])[n:20][n:21]([S:24](=[O:25])(=[O:26])[c:27]4[cH:28][cH:29][c:30]([CH3:33])[cH:31][cH:32]4)[c:22]3[CH2:23]2)[cH:10][cH:11][cH:12][cH:13][cH:14]1. The reactants are CO, CC(NC(=O)C1(NC(=O)C(F)(F)F)CC1)c1ccc(B(O)O)cc1F, O=S(=O)(Oc1cccc(Cl)c1OS(=O)(=O)C(F)(F)F)C(F)(F)F, [K+], [K+], [K+], C1COCCO1, O=P([O-])([O-])[O-], c1ccc(P(c2ccccc2)(c2ccccc2)[Pd](P(c2ccccc2)(c2ccccc2)c2ccccc2)(P(c2ccccc2)(c2ccccc2)c2ccccc2)P(c2ccccc2)(c2ccccc2)c2ccccc2)cc1. The product is CC(NC(=O)C1(NC(=O)C(F)(F)F)CC1)c1ccc(-c2cccc(Cl)c2OS(=O)(=O)C(F)(F)F)cc1F. As a reaction SMILES: [CH3:63][OH:64].[F:1][c:2]1[cH:3][c:4]([B:23]([OH:24])[OH:25])[cH:5][cH:6][c:7]1[CH:8]([CH3:9])[NH:10][C:11](=[O:12])[C:13]1([NH:16][C:17]([C:18]([F:19])([F:20])[F:21])=[O:22])[CH2:14][CH2:15]1.[F:34][C:35]([S:36](=[O:37])(=[O:38])[O:39][c:40]1[c:41]([Cl:54])[cH:42][cH:43][cH:44][c:45]1[O:46][S:47]([C:48]([F:49])([F:50])[F:51])(=[O:52])=[O:53])([F:55])[F:56].[K+:31].[K+:32].[K+:33].[O:57]1[CH2:58][CH2:59][O:60][CH2:61][CH2:62]1.[P:26]([O-:27])([O-:28])([O-:29])=[O:30].[cH:65]1[cH:66][cH:67][c:68]([P:69]([Pd:70]([P:71]([c:72]2[cH:73][cH:74][cH:75][cH:76][cH:77]2)([c:78]2[cH:79][cH:80][cH:81][cH:82][cH:83]2)[c:84]2[cH:85][cH:86][cH:87][cH:88][cH:89]2)([P:90]([c:91]2[cH:92][cH:93][cH:94][cH:95][cH:96]2)([c:97]2[cH:98][cH:99][cH:100][cH:101][cH:102]2)[c:103]2[cH:104][cH:105][cH:106][cH:107][cH:108]2)[P:109]([c:110]2[cH:111][cH:112][cH:113][cH:114][cH:115]2)([c:116]2[cH:117][cH:118][cH:119][cH:120][cH:121]2)[c:122]2[cH:123][cH:124][cH:125][cH:126][cH:127]2)([c:128]2[cH:129][cH:130][cH:131][cH:132][cH:133]2)[c:134]2[cH:135][cH:136][cH:137][cH:138][cH:139]2)[cH:140][cH:141]1>>[F:1][c:2]1[cH:3][c:4](-[c:45]2[c:40]([O:39][S:36]([C:35]([F:34])([F:55])[F:56])(=[O:37])=[O:38])[c:41]([Cl:54])[cH:42][cH:43][cH:44]2)[cH:5][cH:6][c:7]1[CH:8]([CH3:9])[NH:10][C:11](=[O:12])[C:13]1([NH:16][C:17]([C:18]([F:19])([F:20])[F:21])=[O:22])[CH2:14][CH2:15]1. Starting materials: C1(=CC=CC=C1)C(N1CCNCC1)C1=CC=CC=C1 (1-(diphenylmethyl)piperazine), [OH-].[Na+] (Sodium hydroxide), CC1=CC=C(C=C1)C1=CC(=CC=C1)C(=O)O (4'-methylbiphenyl-3-carboxylic acid), S(=O)(Cl)Cl (thionyl chloride). The solvent is C(Cl)Cl (methylene chloride), C(Cl)Cl (methylene chloride), C(Cl)Cl (methylene chloride), CN(C=O)C (dimethylformamide). Run at time 8 hour. Product: C1(=CC=CC=C1)C(N1CCN(CC1)C(=O)C=1C=C(C=CC1)C1=CC=C(C=C1)C)C1=CC=CC=C1 (1-diphenylmethyl-4-(4'-methylbiphenyl-3-carbonyl)piperazine). Yield: 82.1%. As a reaction SMILES: [CH3:1][C:2]1[CH:7]=[CH:6][C:5]([C:8]2[CH:13]=[CH:12][CH:11]=[C:10]([C:14]([OH:16])=O)[CH:9]=2)=[CH:4][CH:3]=1.S(Cl)(Cl)=O.[C:21]1([CH:27]([C:34]2[CH:39]=[CH:38][CH:37]=[CH:36][CH:35]=2)[N:28]2[CH2:33][CH2:32][NH:31][CH2:30][CH2:29]2)[CH:26]=[CH:25][CH:24]=[CH:23][CH:22]=1.[OH-].[Na+]>C(Cl)Cl.CN(C)C=O>[C:34]1([CH:27]([C:21]2[CH:26]=[CH:25][CH:24]=[CH:23][CH:22]=2)[N:28]2[CH2:29][CH2:30][N:31]([C:14]([C:10]3[CH:9]=[C:8]([C:5]4[CH:4]=[CH:3][C:2]([CH3:1])=[CH:7][CH:6]=4)[CH:13]=[CH:12][CH:11]=3)=[O:16])[CH2:32][CH2:33]2)[CH:35]=[CH:36][CH:37]=[CH:38][CH:39]=1 |f:3.4|. Procedure: To a suspension of 4'-methylbiphenyl-3-carboxylic acid (2.2 g) in a mixture of methylene chloride (20 ml) and dimethylformamide (0.5 ml) was added thionyl chloride (1.48 g). The mixture was refluxed until the suspension dissolved, after which the temperature was allowed to cool to room temperature. To this solution was added 1-(diphenylmethyl)piperazine (3.94 g) in methylene chloride dropwise, and the reaction mixture allowed to stand overnight. Sodium hydroxide (30 ml of 1N) and 50 ml of methyl... Starting materials: FC1=C(C=CC=C1F)NN (2,3-difluorophenyl hydrazine), C(C(=O)C)(=O)OCC (ethyl pyruvate). The product is C(C)OC(C(C)=NNC1=C(C(=CC=C1)F)F)=O (2-[(2,3-Difluoro-phenyl)-hydrazono]-propionic acid ethyl ester). Reaction SMILES: [F:1][C:2]1[C:7]([F:8])=[CH:6][CH:5]=[CH:4][C:3]=1[NH:9][NH2:10].[C:11]([O:16][CH2:17][CH3:18])(=[O:15])[C:12]([CH3:14])=O>>[CH2:17]([O:16][C:11](=[O:15])[C:12](=[N:10][NH:9][C:3]1[CH:4]=[CH:5][CH:6]=[C:7]([F:8])[C:2]=1[F:1])[CH3:14])[CH3:18]. Reported procedure: The title compound, EI-MS: m/e=242.1 (M+), was prepared in accordance with the general method of example 25b) from 2,3-difluorophenyl hydrazine and ethyl pyruvate. Starting materials: [OH-].[Na+] (Sodium hydroxide), C(#C)C1=NN(C2=CC=C(C=C12)C(=O)OC)C1OCCCC1 (methyl 3-ethynyl-1-(tetrahydro-2H-pyran-2-yl)-1H-indazole-5-carboxylate), Cl (HCl). Solvent: CN(C)C=O (DMF), CO (MeOH). Conditions: time 1 hour. Product: C(#C)C1=NN(C2=CC=C(C=C12)C(=O)O)C1OCCCC1 (3-ethynyl-1-(tetrahydro-2H-pyran-2-yl)-1H-indazole-5-carboxylic acid). Yield: 64.5%. Reaction SMILES: [OH-].[Na+].[C:3]([C:5]1[C:13]2[C:8](=[CH:9][CH:10]=[C:11]([C:14]([O:16]C)=[O:15])[CH:12]=2)[N:7]([CH:18]2[CH2:23][CH2:22][CH2:21][CH2:20][O:19]2)[N:6]=1)#[CH:4].Cl>CN(C=O)C.CO>[C:3]([C:5]1[C:13]2[C:8](=[CH:9][CH:10]=[C:11]([C:14]([OH:16])=[O:15])[CH:12]=2)[N:7]([CH:18]2[CH2:23][CH2:22][CH2:21][CH2:20][O:19]2)[N:6]=1)#[CH:4] |f:0.1|. Procedure details: Sodium hydroxide (100 mL; 5.0 M; 500 mmol; 18.1 eq.) was added in one portion to a solution of methyl 3-ethynyl-1-(tetrahydro-2H-pyran-2-yl)-1H-indazole-5-carboxylate (7.9 g; 27.7 mmol; 1.0 eq.) in DMF (100 mL) and MeOH (100 mL). The reaction mixture was stirred at RT for 1 h, then poured into a 1N HCl solution (pH 1) and extracted with DCM. Combined organic phases were washed with brine, dried over magnesium sulfate, filtered and concentrated. The brown solid obtained was triturated with MeOH t...